The task is: describe an organic reaction: reactants, conditions, products, and yield. This data is from the Open Reaction Database (ORD), a public repository of structured organic reaction records. Reactants: CCCc1nc2ccc([N+](=O)[O-])cc2c(=O)n1C(c1ccc(OC)cc1)c1ccc(OC)cc1, CCOC(C)=O. The product is CCCc1nc2ccc(N)cc2c(=O)n1C(c1ccc(OC)cc1)c1ccc(OC)cc1. RXN SMILES: [CH3:1][O:2][c:3]1[cH:4][cH:5][c:6]([CH:7]([c:8]2[cH:9][cH:10][c:11]([O:14][CH3:15])[cH:12][cH:13]2)[n:16]2[c:17]([CH2:30][CH2:31][CH3:32])[n:18][c:19]3[cH:20][cH:21][c:22]([N+:27]([O-:28])=[O:29])[cH:23][c:24]3[c:25]2=[O:26])[cH:33][cH:34]1.[CH3:35][CH2:36][O:37][C:38]([CH3:39])=[O:40]>>[CH3:1][O:2][c:3]1[cH:4][cH:5][c:6]([CH:7]([c:8]2[cH:9][cH:10][c:11]([O:14][CH3:15])[cH:12][cH:13]2)[n:16]2[c:17]([CH2:30][CH2:31][CH3:32])[n:18][c:19]3[cH:20][cH:21][c:22]([NH2:27])[cH:23][c:24]3[c:25]2=[O:26])[cH:33][cH:34]1. The reactants are ClS(=O)(=O)C1=CC=C(C=C1)C=1C(NC(NN1)=O)C (6-(4-chlorosulfonylphenyl)-5-methyl-4,5-dihydro-1,2,4-triazin-3(2H)-one), [OH-].[NH4+] (ammonium hydroxide). Run at time 30 minute. Yields the product S(N)(=O)(=O)C1=CC=C(C=C1)C=1C(NC(NN1)=O)C (6-(4-sulfamoylphenyl)-5-methyl-4,5-dihydro-1,2,4-triazin-3(2H)-one). Reaction SMILES: Cl[S:2]([C:5]1[CH:10]=[CH:9][C:8]([C:11]2[CH:12]([CH3:18])[NH:13][C:14](=[O:17])[NH:15][N:16]=2)=[CH:7][CH:6]=1)(=[O:4])=[O:3].[OH-].[NH4+:20]>>[S:2]([C:5]1[CH:10]=[CH:9][C:8]([C:11]2[CH:12]([CH3:18])[NH:13][C:14](=[O:17])[NH:15][N:16]=2)=[CH:7][CH:6]=1)(=[O:4])(=[O:3])[NH2:20] |f:1.2|. Procedure details: A mixture of 6-(4-chlorosulfonylphenyl)-5-methyl-4,5-dihydro-1,2,4-triazin-3(2H)-one (4.27 g) and concentrated ammonium hydroxide (30 ml) was stirred at room temperature for 30 minutes and then at 50° C. for 1 hour, and concentrated under reduced pressure. To the residue was added water and the mixture was stirred with ice-cooling for 10 minutes. The crystals which formed were recovered by filtration, washed with water and recrystallized from aqueous ethanol to give 6-(4-sulfamoylphenyl)-5-methy...